Dataset: the Open Reaction Database (ORD), a public repository of structured organic reaction records. Task: describe an organic reaction: reactants, conditions, products, and yield The reactants are C([O-])([O-])=O.[K+].[K+] (potassium carbonate), N1C=C(C2=CC=CC=C12)C(=O)OCC1CCN(CC1)CC1=CC=CC=C1 ((1-Benzyl-4-piperidyl)methyl indole-3-carboxylate), ClN1C(CCC1=O)=O (N-chlorosuccinimide), BrCCCO (3-bromo-1-propanol). Solvent: CC(=O)C (acetone). Product: C(C1=CC=CC=C1)N1CCC(CC1)COC(=O)C1=C2N(C=3C=CC=CC13)CCCO2 ((1-Benzyl-4-piperidyl)methyl-3,4-dihydro-2H-[1,3]oxazino[3,2-a]indole-10-carboxylate). Reaction SMILES: [NH:1]1[C:9]2[C:4](=[CH:5][CH:6]=[CH:7][CH:8]=2)[C:3]([C:10]([O:12][CH2:13][CH:14]2[CH2:19][CH2:18][N:17]([CH2:20][C:21]3[CH:26]=[CH:25][CH:24]=[CH:23][CH:22]=3)[CH2:16][CH2:15]2)=[O:11])=[CH:2]1.ClN1[C:32](=[O:33])[CH2:31][CH2:30]C1=O.BrCCCO.C(=O)([O-])[O-].[K+].[K+]>CC(C)=O>[CH2:20]([N:17]1[CH2:18][CH2:19][CH:14]([CH2:13][O:12][C:10]([C:3]2[C:4]3[CH:5]=[CH:6][CH:7]=[CH:8][C:9]=3[N:1]3[CH2:30][CH2:31][CH2:32][O:33][C:2]=23)=[O:11])[CH2:15][CH2:16]1)[C:21]1[CH:26]=[CH:25][CH:24]=[CH:23][CH:22]=1 |f:3.4.5|. Procedure details: (1-Benzyl-4-piperidyl)methyl indole-3-carboxylate was treated initially with N-chlorosuccinimide (1.5 equivalents) for 2 h, then with 3-bromo-1-propanol (2 equivalents) for 16 h, followed by anhydrous potassium carbonate in acetone, using the method described in Example 1b. The crude product was purified by chromatography on silica gel eluting with chloroform/ethanol (19:1) to afford the title compound (E15) as a beige solid following recrystallisation from chloroform/ether (47%) mp 158-160° C.